Dataset: the Open Reaction Database (ORD), a public repository of structured organic reaction records. Task: describe an organic reaction: reactants, conditions, products, and yield Starting materials: IC1=CC=C(C=C1)OC (4-iodoanisole), CC(=O)C1=CC(=C(C=C1)Br)[N+](=O)[O-] (4-bromo-3-nitro acetophenone), CCCCCC.C(C)(=O)OCC (hexane ethyl acetate). Reagents/catalysts: [Cu] (copper). Run in ClCCl (dichloromethane). Reaction conditions: temperature 80 celsius, time 5 day. Product: C(C)(=O)C1=CC(=C(C=C1)C1=CC=C(C=C1)OC)[N+](=O)[O-] (4-Acetyl-4'-methoxy-2-nitro biphenyl). Yield: 36.0%. As a reaction SMILES: I[C:2]1[CH:7]=[CH:6][C:5]([O:8][CH3:9])=[CH:4][CH:3]=1.[CH3:10][C:11]([C:13]1[CH:18]=[CH:17][C:16](Br)=[C:15]([N+:20]([O-:22])=[O:21])[CH:14]=1)=[O:12].CCCCCC.C(OCC)(=O)C>ClCCl.[Cu]>[C:11]([C:13]1[CH:18]=[CH:17][C:16]([C:2]2[CH:7]=[CH:6][C:5]([O:8][CH3:9])=[CH:4][CH:3]=2)=[C:15]([N+:20]([O-:22])=[O:21])[CH:14]=1)(=[O:12])[CH3:10] |f:2.3|. Reported procedure: A stirred mixture of 4-iodoanisole (43.65 g, 0.187 mole), 4-bromo-3-nitro acetophenone (40.6 g, 0.166 mole) and copper powder (copper bronze, 36 g, 0.567 mole) kept under nitrogen is placed in an oil bath heated at 80° C. The temperature is slowly raised to 110° C. and the mixture is kept at this temperature for 5 days (TLC, 8:2 hexane-ethyl acetate). Upon cooling the mixture is dissolved in dichloromethane and filtered through a Celite pad. The filtrate and washings are evaporated and the resid...